describe an organic reaction: reactants, conditions, products, and yield From a dataset of the Open Reaction Database (ORD), a public repository of structured organic reaction records. Reactants: COC(=O)C(c1ccccc1)N1CCCc2cc(OC)c(OC)cc2C1Cc1ccc(OC)c(OC)c1, CO, [Na+], C1COCCO1, [OH-]. Product: COc1ccc(CC2c3cc(OC)c(OC)cc3CCCN2C(C(=O)O)c2ccccc2)cc1OC. Reaction SMILES: [CH3:1][O:2][C:3]([CH:4]([c:5]1[cH:6][cH:7][cH:8][cH:9][cH:10]1)[N:11]1[CH:12]([CH2:26][c:27]2[cH:28][c:29]([O:35][CH3:36])[c:30]([O:33][CH3:34])[cH:31][cH:32]2)[c:13]2[c:14]([cH:18][c:19]([O:24][CH3:25])[c:20]([O:22][CH3:23])[cH:21]2)[CH2:15][CH2:16][CH2:17]1)=[O:37].[CH3:40][OH:41].[Na+:39].[O:42]1[CH2:43][CH2:44][O:45][CH2:46][CH2:47]1.[OH-:38]>>[O:2]=[C:3]([CH:4]([c:5]1[cH:6][cH:7][cH:8][cH:9][cH:10]1)[N:11]1[CH:12]([CH2:26][c:27]2[cH:28][c:29]([O:35][CH3:36])[c:30]([O:33][CH3:34])[cH:31][cH:32]2)[c:13]2[c:14]([cH:18][c:19]([O:24][CH3:25])[c:20]([O:22][CH3:23])[cH:21]2)[CH2:15][CH2:16][CH2:17]1)[OH:37]. Starting materials: BrCC(=O)C1=CC=C(C=C1)Br (2,4′-dibromoacetophenone), O1CCN2C1OCC2 (tetrahydro[1,3]oxazolo[2,3-b][1,3]oxazole). Run in ClCCl (dichloromethane). The product is [Br-].BrC1=CC=C(C=C1)C(C[N+]12C(OCC1)OCC2)=O (4-[2-(4-bromophenyl)-2-oxoethyl]tetrahydro[1,3]oxazolo[2,3-b][1,3]oxazol-4-ium bromide). Yield: 96.7%. Reaction SMILES: [Br:1][CH2:2][C:3]([C:5]1[CH:10]=[CH:9][C:8]([Br:11])=[CH:7][CH:6]=1)=[O:4].[O:12]1[CH:16]2[O:17][CH2:18][CH2:19][N:15]2[CH2:14][CH2:13]1>ClCCl>[Br-:1].[Br:11][C:8]1[CH:9]=[CH:10][C:5]([C:3](=[O:4])[CH2:2][N+:15]23[CH2:19][CH2:18][O:17][CH:16]2[O:12][CH2:13][CH2:14]3)=[CH:6][CH:7]=1 |f:3.4|. Reported procedure: A solution of 2.779 g (10 mmol) 2,4′-dibromoacetophenone and 1.152 g (10 mmol) tetrahydro[1,3]oxazolo[2,3-b][1,3]oxazole in 20 ml of dichloromethane was refluxed for 3 hours. The precipitate was filtered off, washed twice with dichloromethane and dried. 3.801 g (96.7%) of white amorphous product was obtained, which can be further purified by recrystallisation from rectified ethanol. The reactants are COc1ccc(N)cc1Cl, O=S(=O)(Cl)c1ccc(F)c(F)c1F. Yields the product COc1ccc(NS(=O)(=O)c2ccc(F)c(F)c2F)cc1Cl. As a reaction SMILES: [Cl:14][c:15]1[cH:16][c:17]([NH2:18])[cH:19][cH:20][c:21]1[O:22][CH3:23].[F:1][c:2]1[c:3]([S:10](=[O:11])(=[O:12])[Cl:13])[cH:4][cH:5][c:6]([F:9])[c:7]1[F:8]>>[F:1][c:2]1[c:3]([S:10](=[O:11])(=[O:12])[NH:18][c:17]2[cH:16][c:15]([Cl:14])[c:21]([O:22][CH3:23])[cH:20][cH:19]2)[cH:4][cH:5][c:6]([F:9])[c:7]1[F:8]. Starting materials: CC(C)(C)c1ccc(C(=O)Cl)cc1, ClCCl, CC(C)(N)CO. Product: CC(C)(CO)NC(=O)c1ccc(C(C)(C)C)cc1. As a reaction SMILES: [C:7]([CH3:8])([CH3:9])([CH3:10])[c:11]1[cH:12][cH:13][c:14]([C:15](=[O:16])[Cl:17])[cH:18][cH:19]1.[Cl:20][CH2:21][Cl:22].[NH2:1][C:2]([CH2:3][OH:4])([CH3:5])[CH3:6]>>[NH:1]([C:2]([CH2:3][OH:4])([CH3:5])[CH3:6])[C:15]([c:14]1[cH:13][cH:12][c:11]([C:7]([CH3:8])([CH3:9])[CH3:10])[cH:19][cH:18]1)=[O:16]. Reactants: C1COCCO1, CCCCC(CO)CC(=O)O, O=S(=O)(O)O, CC([NH-])c1ccccc1. Product: CCCCC1COC(=O)C1. RXN SMILES: [O:26]1[CH2:27][CH2:28][O:29][CH2:30][CH2:31]1.[OH:1][CH2:2][CH:3]([CH2:4][C:5](=[O:6])[OH:7])[CH2:8][CH2:9][CH2:10][CH3:11].[S:21](=[O:22])(=[O:23])([OH:24])[OH:25].[c:12]1([CH:13]([NH-:14])[CH3:15])[cH:16][cH:17][cH:18][cH:19][cH:20]1>>[CH2:2]1[CH:3]([CH2:8][CH2:9][CH2:10][CH3:11])[CH2:4][C:5](=[O:7])[O:6]1.